This data is from the Open Reaction Database (ORD), a public repository of structured organic reaction records. The task is: describe an organic reaction: reactants, conditions, products, and yield The product is BrC1=C(C=CC(=N1)C(=O)NC=1C=NC=CC1N1C[C@H]([C@@H](CC1)O[Si](C)(C)C(C)(C)C)NC(OC(C)(C)C)=O)F (tert-butyl (3R,4R)-1-(3-(6-bromo-5-fluoropicolinamido)pyridin-4-yl)-4-(tert-butyldimethylsilyloxy)piperidin-3-ylcarbamate). As a reaction SMILES: [NH2:1][C:2]1[CH:3]=[N:4][CH:5]=[CH:6][C:7]=1[N:8]1[CH2:13][CH2:12][C@@H:11]([O:14][Si:15]([C:18]([CH3:21])([CH3:20])[CH3:19])([CH3:17])[CH3:16])[C@H:10]([NH:22][C:23](=[O:29])[O:24][C:25]([CH3:28])([CH3:27])[CH3:26])[CH2:9]1.[Br:30][C:31]1[N:36]=[C:35]([C:37](O)=[O:38])[CH:34]=[CH:33][C:32]=1[F:40]>>[Br:30][C:31]1[N:36]=[C:35]([C:37]([NH:1][C:2]2[CH:3]=[N:4][CH:5]=[CH:6][C:7]=2[N:8]2[CH2:13][CH2:12][C@@H:11]([O:14][Si:15]([C:18]([CH3:21])([CH3:20])[CH3:19])([CH3:17])[CH3:16])[C@H:10]([NH:22][C:23](=[O:29])[O:24][C:25]([CH3:28])([CH3:27])[CH3:26])[CH2:9]2)=[O:38])[CH:34]=[CH:33][C:32]=1[F:40]. Starting materials: NC=1C=NC=CC1N1C[C@H]([C@@H](CC1)O[Si](C)(C)C(C)(C)C)NC(OC(C)(C)C)=O (tert-butyl (3R,4R)-1-(3-aminopyridin-4-yl)-4-(tert-butyldimethylsilyloxy)piperidin-3-ylcarbamate), BrC1=C(C=CC(=N1)C(=O)O)F (6-bromo-5-fluoropicolinic acid). Reported procedure: Following Method 11 of Example 305, tert-butyl (3R,4R)-1-(3-aminopyridin-4-yl)-4-(tert-butyldimethylsilyloxy)piperidin-3-ylcarbamate and 6-bromo-5-fluoropicolinic acid were coupled to yield tert-butyl (3R,4R)-1-(3-(6-bromo-5-fluoropicolinamido)pyridin-4-yl)-4-(tert-butyldimethylsilyloxy)piperidin-3-ylcarbamate. LCMS (m/z): 510.0/512.0 (MH+); LC Rt=4.51 min. Starting materials: O=Cc1cncc(Br)c1, CC(=O)O[BH-](OC(C)=O)OC(C)=O, C1CCNC1, ClCCCl, [Na+]. Product: Brc1cncc(CN2CCCC2)c1. Reaction SMILES: [Br:1][c:2]1[cH:3][c:4]([CH:8]=[O:9])[cH:5][n:6][cH:7]1.[C:10]([O:11][BH-:12]([O:13][C:14](=[O:15])[CH3:16])[O:17][C:18](=[O:19])[CH3:20])(=[O:21])[CH3:22].[CH2:24]1[CH2:25][CH2:26][NH:27][CH2:28]1.[Cl:29][CH2:30][CH2:31][Cl:32].[Na+:23]>>[Br:1][c:2]1[cH:3][c:4]([CH2:8][N:27]2[CH2:26][CH2:25][CH2:24][CH2:28]2)[cH:5][n:6][cH:7]1. The reactants are N#Cc1c(O)nc2ccccc2c1O, O=S(=O)(O)Cl. Yields the product N#Cc1c(O)nc2ccc(S(=O)(=O)O)cc2c1O. Reaction SMILES: [C:1](#[N:2])[c:3]1[c:4]([OH:14])[n:5][c:6]2[cH:7][cH:8][cH:9][cH:10][c:11]2[c:12]1[OH:13].[Cl:15][S:16](=[O:17])(=[O:18])[OH:19]>>[C:1](#[N:2])[c:3]1[c:4]([OH:14])[n:5][c:6]2[cH:7][cH:8][c:9]([S:16](=[O:17])(=[O:18])[OH:19])[cH:10][c:11]2[c:12]1[OH:13]. The reactants are C=1(C(=CC=CC1)C)C (xylene), C=O (formaldehyde), product, C=O (formaldehyde), [O-]S(=O)[O-].[Na+].[Na+] (Na2SO3). The solvent is O (water). Conditions: time 2 hour. Yields the product C1(C(C=CC=C1)C)(C)S(=O)(=O)O (Xylene Sulfonic Acid). Reaction SMILES: [C:1]1([CH3:8])[C:2]([CH3:7])=[CH:3][CH:4]=[CH:5][CH:6]=1.C=O.[O-:11][S:12]([O-:14])=[O:13].[Na+].[Na+]>O>[C:1]1([S:12]([OH:14])(=[O:13])=[O:11])([CH3:8])[CH:6]=[CH:5][CH:4]=[CH:3][CH:2]1[CH3:7] |f:2.3.4|. Reported procedure: In a similar reactor as described in Example 47, there was charged 106 grams of xylene (1.0 mole). There was added with fast stirring, 150 grams of fuming H1SO4 (20% SO3) at 20°-40° C. over a period of two hours. Next, the reaction was heated at 90°-95° C. for 2.25 hours. It was then cooled to room temperature and 138.0 grams of water was added at 30°-40° C. Then to 200 grams of sulfonation product (0.508 mole) was added 20.5 grams of 37% formaldehyde (0.254 mole) and heated to reflux (110° C.) ...